Dataset: the Open Reaction Database (ORD), a public repository of structured organic reaction records. Task: describe an organic reaction: reactants, conditions, products, and yield The reactants are CO, O=C(O)c1cc([N+](=O)[O-])cc(S(F)(F)(F)(F)F)c1, [H][H]. The product is Nc1cc(C(=O)O)cc(S(F)(F)(F)(F)F)c1. As a reaction SMILES: [CH3:21][OH:22].[F:1][S:2]([c:3]1[cH:4][c:5]([C:6](=[O:7])[OH:8])[cH:9][c:10]([N+:12]([O-:13])=[O:14])[cH:11]1)([F:15])([F:16])([F:17])[F:18].[H:19][H:20]>>[F:1][S:2]([c:3]1[cH:4][c:5]([C:6](=[O:7])[OH:8])[cH:9][c:10]([NH2:12])[cH:11]1)([F:15])([F:16])([F:17])[F:18]. The reactants are O=C1NCCn2cc(-c3nccs3)c(=O)c(OCc3ccccc3)c21, CS(C)=O, [H-], [K+], [Na+], O=S(=O)([O-])O, BrCCCc1ccccc1. Product: O=C1c2c(OCc3ccccc3)c(=O)c(-c3nccs3)cn2CCN1CCCc1ccccc1. RXN SMILES: [CH2:1]([c:2]1[cH:3][cH:4][cH:5][cH:6][cH:7]1)[O:8][c:9]1[c:10](=[O:25])[c:11](-[c:20]2[s:21][cH:22][cH:23][n:24]2)[cH:12][n:13]2[c:14]1[C:15](=[O:19])[NH:16][CH2:17][CH2:18]2.[CH3:44][S:45](=[O:46])[CH3:47].[H-:36].[K+:43].[Na+:37].[S:38]([O-:39])([OH:40])(=[O:41])=[O:42].[c:26]1([CH2:32][CH2:33][CH2:34][Br:35])[cH:27][cH:28][cH:29][cH:30][cH:31]1>>[CH2:1]([c:2]1[cH:3][cH:4][cH:5][cH:6][cH:7]1)[O:8][c:9]1[c:10](=[O:25])[c:11](-[c:20]2[s:21][cH:22][cH:23][n:24]2)[cH:12][n:13]2[c:14]1[C:15](=[O:19])[N:16]([CH2:34][CH2:33][CH2:32][c:26]1[cH:27][cH:28][cH:29][cH:30][cH:31]1)[CH2:17][CH2:18]2. Starting materials: [Al+3], ClCCl, [H-], [H-], [H-], [H-], [Li+], C1CCOC1, O, CCOC(=O)COc1ccc(Cn2ccnc2)cc1. The product is OCCOc1ccc(Cn2ccnc2)cc1. RXN SMILES: [Al+3:21].[CH2:31]([Cl:32])[Cl:33].[H-:20].[H-:23].[H-:24].[H-:25].[Li+:22].[O:26]1[CH2:27][CH2:28][CH2:29][CH2:30]1.[OH2:34].[n:1]1([CH2:6][c:7]2[cH:8][cH:9][c:10]([O:13][CH2:14][C:15](=[O:16])[O:17][CH2:18][CH3:19])[cH:11][cH:12]2)[cH:2][n:3][cH:4][cH:5]1>>[n:1]1([CH2:6][c:7]2[cH:8][cH:9][c:10]([O:13][CH2:14][CH2:15][OH:16])[cH:11][cH:12]2)[cH:2][n:3][cH:4][cH:5]1. The reactants are ClC1=NC(=C2NC=NC2=N1)Cl (2,6-dichloro-purine), [N+](=O)([O-])C1=CC=C(N)C=C1 (4-nitro-aniline). The solvent is CN(C)C=O.C(CCC)O (DMF n-butanol). Product: ClC1=NC(=C2NC=NC2=N1)NC1=CC=C(C=C1)[N+](=O)[O-] (2-Chloro-6-(4-nitro-phenyl-amino)-purine). As a reaction SMILES: [Cl:1][C:2]1[N:10]=[C:9]2[C:5]([NH:6][CH:7]=[N:8]2)=[C:4](Cl)[N:3]=1.[N+:12]([C:15]1[CH:21]=[CH:20][C:18]([NH2:19])=[CH:17][CH:16]=1)([O-:14])=[O:13]>CN(C=O)C.C(O)CCC>[Cl:1][C:2]1[N:10]=[C:9]2[C:5]([NH:6][CH:7]=[N:8]2)=[C:4]([NH:19][C:18]2[CH:20]=[CH:21][C:15]([N+:12]([O-:14])=[O:13])=[CH:16][CH:17]=2)[N:3]=1 |f:2.3|. Procedure details: 1.9 g (10 mmol) of 2,6-dichloro-purine are stirred in 40 ml of DMF/n-butanol (1:3) with 4.1 g (30 mmol) of 4-nitro-aniline at 130° C. for 24 h and the crystal mass which precipitates out on cooling is filtered off and dried in vacuo. 2-Chloro-6-(4-nitro-phenyl-amino)-purine is obtained; m.p.>270° C.; FAB-MS: (M+H)+=291; Rf=0.6 (CH2Cl2:methanol=9:1). Conditions: time 8 hour. Starting materials: ClC1=C(C(=CC=C1C)Cl)NC1=C(C(=O)NOC)C=CC=C1 (2-(2,6-Dichloro-3-methYlphenyl)amino-N-methoxybenzamide), C(=O)(O)[O-].[Na+] (NaHCO3), ClC(=O)OCC (ethyl chloroformate), [H-].[Na+] (sodium hydride), Cl (HCl). Product: ClC1=C(C(=CC=C1C)Cl)N1C(N(C(C2=CC=CC=C12)=O)OC)=O (1-(2,6-dichloro-3-methylphenyl)-3-methoxy-2,4-(1H,3H)-quinazolinedione). Reaction SMILES: [Cl:1][C:2]1[C:7]([CH3:8])=[CH:6][CH:5]=[C:4]([Cl:9])[C:3]=1[NH:10][C:11]1[CH:21]=[CH:20][CH:19]=[CH:18][C:12]=1[C:13]([NH:15][O:16][CH3:17])=[O:14].[C:22]([O-])(O)=[O:23].[Na+].ClC(OCC)=O.[H-].[Na+].Cl>C1COCC1>[Cl:1][C:2]1[C:7]([CH3:8])=[CH:6][CH:5]=[C:4]([Cl:9])[C:3]=1[N:10]1[C:11]2[C:12](=[CH:18][CH:19]=[CH:20][CH:21]=2)[C:13](=[O:14])[N:15]([O:16][CH3:17])[C:22]1=[O:23] |f:1.2,4.5|. The yield is 52.0%. Procedure details: 2-(2,6-Dichloro-3-methYlphenyl)amino-N-methoxybenzamide (1.6 %) is added to a THF (20 ml) solution of NaHCO3 (0.14 g) and ethyl chloroformate (0.25 g) at -30° C. under argon. The reaction is allowed to stir overnight. The THF is evaporated and the residue is partitioned between diethyl ether and water. The organic layer is washed twice with water and brine after being dried over magnesium sulfate. The organic layer is concentrated to give a white solid, which is dissolved in THF and treated with... The solvent is C1CCOC1 (THF), C1CCOC1 (THF). Starting materials: FC1(CCC(CC1)C(=O)N(C)OC)F (4,4-Difluoro-N-methoxy-N-methylcyclohexane-1-carboxamide), [H-].C(C(C)C)[Al+]CC(C)C.C1(=CC=CC=C1)C (diisobutylaluminum hydride toluene), Cl (hydrochloric acid), [H-].C(C(C)C)[Al+]CC(C)C.C1(=CC=CC=C1)C (diisobutylaluminum hydride toluene). The solvent is O1CCCC1 (tetrahydrofuran). Run at temperature -70 celsius, time 35 minute. Yields the product crude product, FC1(CCC(CC1)C=O)F (4,4-Difluorocyclohexane-1-carbaldehyde). Yield: 115.1%. Reaction SMILES: [F:1][C:2]1([F:14])[CH2:7][CH2:6][CH:5]([C:8](N(OC)C)=[O:9])[CH2:4][CH2:3]1.[H-].C([Al+]CC(C)C)C(C)C.C1(C)C=CC=CC=1.Cl>O1CCCC1>[F:1][C:2]1([F:14])[CH2:7][CH2:6][CH:5]([CH:8]=[O:9])[CH2:4][CH2:3]1 |f:1.2.3|. Procedure details: A mixture of 4,4-difluoro-N-methoxy-N-methylcyclohexane-1-carboxamide obtained in Example 2a (1.7 g, 8.21 mmol) and tetrahydrofuran (60 ml) was cooled to −70° C., a 1.0 M diisobutylaluminum hydride/toluene solution (9.85 ml, 9.85 mmol) was added, and the reaction mixture was stirred at −60° C. for 35 minutes. A 1.0 M diisobutylaluminum hydride/toluene solution (5 ml, 5 mmol) was further added at −65° C., and the reaction mixture was stirred at −70° C. for two hours. A 2 N aqueous hydrochloric ac...